The task is: describe an organic reaction: reactants, conditions, products, and yield. This data is from the Open Reaction Database (ORD), a public repository of structured organic reaction records. The reactants are N1=C(N)N=C(N)N=C1N (melamine), NC1=C(C(=NN=N1)Cl)N (diaminochlorotriazine), C(CCCCCCCCCCC)N (n-dodecylamine), [OH-].[Na+] (sodium hydroxide). Run in O (water), O (water). The product is C(CCCCCCCCCCC)NC1=NC(=NC(=N1)N)N (N-(n-dodecyl)melamine). Yield: 65.0%. Reaction SMILES: NC1N=NN=C(Cl)C=1N.[CH2:10]([NH2:22])[CH2:11][CH2:12][CH2:13][CH2:14][CH2:15][CH2:16][CH2:17][CH2:18][CH2:19][CH2:20][CH3:21].[OH-].[Na+].[N:25]1[C:32]([NH2:33])=[N:31][C:29](N)=[N:28][C:26]=1[NH2:27]>O>[CH2:10]([NH:22][C:29]1[N:31]=[C:32]([NH2:33])[N:25]=[C:26]([NH2:27])[N:28]=1)[CH2:11][CH2:12][CH2:13][CH2:14][CH2:15][CH2:16][CH2:17][CH2:18][CH2:19][CH2:20][CH3:21] |f:2.3|. Procedure: A mixture of 14.6 g (0.1 mol) of diaminochlorotriazine, 19.5 g (0.105 mol) of n-dodecylamine and 4.0 g (0.1 mol) of sodium hydroxide in 200 ml of water is refluxed for 5 hours. The solid formed is filtered off wich suction, washed until free of chloride and then treated with a mixture of methylene chloride/ether (1:1). The precipitate is filtered off and boiled in dimethylformamide. After filtration, the concentrated filtrate is poured into water with stirring. The precipitate formed is dried to... The reactants are CCOC(=O)C(F)(F)c1cccc(Cl)c1, CO, N. The product is NC(=O)C(F)(F)c1cccc(Cl)c1. As a reaction SMILES: [CH2:4]([O:6][C:7](=[O:5])[C:8]([F:9])([F:10])[c:11]1[cH:12][c:13]([Cl:17])[cH:14][cH:15][cH:16]1)[CH3:18].[CH3:2][OH:3].[NH3:1]>>[NH2:1][C:7](=[O:6])[C:8]([F:9])([F:10])[c:11]1[cH:12][c:13]([Cl:17])[cH:14][cH:15][cH:16]1. Reactants: O.C1(=CC(O)=CC(C)=C1)O (Orcinol monohydrate), C(#N)C1=C(C=CC=C1)S(=O)(=O)Cl (2-cyanobenzenesulfonyl chloride). Run in C(C)OCC (diethyl ether), O (water), C(=O)(O)[O-].[Na+] (NaHCO3). Reaction conditions: time 8 hour. Product: C(#N)C1=C(C=CC=C1)S(=O)(=O)OC=1C=C(C=C(C1)C)O (3-(2-Cyanophenylsulfonyloxy)-5-methylphenol). Yield: 57.0%. Reaction SMILES: O.[C:2]1([OH:10])[CH:9]=[C:7]([CH3:8])[CH:6]=[C:4]([OH:5])[CH:3]=1.[C:11]([C:13]1[CH:18]=[CH:17][CH:16]=[CH:15][C:14]=1[S:19](Cl)(=[O:21])=[O:20])#[N:12]>C([O-])(O)=O.[Na+].C(OCC)C.O>[C:11]([C:13]1[CH:18]=[CH:17][CH:16]=[CH:15][C:14]=1[S:19]([O:5][C:4]1[CH:3]=[C:2]([OH:10])[CH:9]=[C:7]([CH3:8])[CH:6]=1)(=[O:21])=[O:20])#[N:12] |f:0.1,3.4|. Procedure details: Orcinol monohydrate (1.42 g, 10.0 mmol) and 2-cyanobenzenesulfonyl chloride (2.02 g, 10.0 mmol) were rnixed in saturated aqueous NaHCO3 (30 mL) and diethyl ether (30 mL). The biphasic mixture was stirred vigorously at room temperature overnight. The reaction mixture was diluted with water (50 mL) and extracted into ethyl acetate (3×50 mL). The organic phase was washed with brine (2×50 mL) and dried over Na2SO4. After removing the solvent in vacuo, the residue was purified by flash column chromat... The reactants are BrC1=CC2=C(C(N(CC2C2=CC=C(C=C2)Cl)C)=O)S1 (2-bromo-4-(4-chlorophenyl)-6-methyl-5,6-dihydrothieno[2,3-c]pyridin-7(4H)-one), N1=CC=C(C=C1)B(O)O (pyridine-4-boronic acid), C([O-])([O-])=O.[Cs+].[Cs+] (Cesium carbonate). The reagents and catalysts are C1=CC=C(C=C1)P([C-]2C=CC=C2)C3=CC=CC=C3.C1=CC=C(C=C1)P([C-]2C=CC=C2)C3=CC=CC=C3.Cl[Pd]Cl.[Fe+2] ([1,1′-bis(diphenylphosphino)ferrocene]palladium(II)dichloride). Run in O1CCOCC1 (1,4-dioxane), O (water). Run at temperature 90 celsius, time 18 hour. Product: ClC1=CC=C(C=C1)C1C2=C(C(N(C1)C)=O)SC(=C2)C2=CC=NC=C2 (4-(4-chlorophenyl)-6-methyl-2-(pyridin-4-yl)-5,6-dihydrothieno[2,3-c]pyridin-7(4H)-one). The yield is 20.1%. As a reaction SMILES: Br[C:2]1[S:19][C:5]2[C:6](=[O:18])[N:7]([CH3:17])[CH2:8][CH:9]([C:10]3[CH:15]=[CH:14][C:13]([Cl:16])=[CH:12][CH:11]=3)[C:4]=2[CH:3]=1.[N:20]1[CH:25]=[CH:24][C:23](B(O)O)=[CH:22][CH:21]=1.C(=O)([O-])[O-].[Cs+].[Cs+]>O1CCOCC1.O.C1C=CC(P(C2C=CC=CC=2)[C-]2C=CC=C2)=CC=1.C1C=CC(P(C2C=CC=CC=2)[C-]2C=CC=C2)=CC=1.Cl[Pd]Cl.[Fe+2]>[Cl:16][C:13]1[CH:14]=[CH:15][C:10]([CH:9]2[CH2:8][N:7]([CH3:17])[C:6](=[O:18])[C:5]3[S:19][C:2]([C:23]4[CH:24]=[CH:25][N:20]=[CH:21][CH:22]=4)=[CH:3][C:4]2=3)=[CH:11][CH:12]=1 |f:2.3.4,7.8.9.10|. Reported procedure: 2-bromo-4-(4-chlorophenyl)-6-methyl-5,6-dihydrothieno[2,3-c]pyridin-7(4H)-one (0.0400 g, 0.112 mmol) and pyridine-4-boronic acid (0.02575 g, 0.2095 mmol) were dissolved in a mixture of 1,4-dioxane (2 mL) and water (0.2 mL). Cesium carbonate (0.1096 g, 0.3364 mmol) was added followed by [1,1′-bis(diphenylphosphino)ferrocene]palladium(II)dichloride (0.0111 g, 0.0134 mmol). The reaction mixture was heated to 90° C. and allowed to stir for 18 h. The reaction was cooled to ambient temperature and que... Starting materials: O[C@@H](CCNC(=O)C1NC(C(C1C1=C(C(=CC=C1)Cl)F)(C#N)C1=C(C=C(C=C1)Cl)F)CC(C)(C)C=1CCN(CC1)CC1=CC=CC=C1)CO (rac-(2R,3S,4R,5S)-5-[2-(1-benzyl-1,2,3,6-tetrahydro-pyridin-4-yl)-2-methyl-propyl]-3-(3-chloro-2-fluoro-phenyl)-4-(4-chloro-2-fluoro-phenyl)-4-cyano-pyrrolidine-2-carboxylic acid ((S)-3,4-dihydroxy-butyl)-amide). Reagents/catalysts: O=[Pt]=O (PtO2). The solvent is C(C)(=O)OCC (ethyl acetate). The product is O[C@@H](CCNC(=O)C1NC(C(C1C1=C(C(=CC=C1)Cl)F)(C#N)C1=C(C=C(C=C1)Cl)F)CC(C)(C)C1CCN(CC1)CC1=CC=CC=C1)CO (rac-(2R,3S,4R,5S)-5-[2-(1-benzyl-piperidin-4-yl)-2-methyl-propyl]-3-(3-chloro-2-fluoro-phenyl)-4-(4-chloro-2-fluoro-phenyl)-4-cyano-pyrrolidine-2-carboxylic acid ((S)-3,4-dihydroxy-butyl)-amide), solid. The yield is 25.0%. As a reaction SMILES: [OH:1][C@H:2]([CH2:48][OH:49])[CH2:3][CH2:4][NH:5][C:6]([CH:8]1[CH:12]([C:13]2[CH:18]=[CH:17][CH:16]=[C:15]([Cl:19])[C:14]=2[F:20])[C:11]([C:23]2[CH:28]=[CH:27][C:26]([Cl:29])=[CH:25][C:24]=2[F:30])([C:21]#[N:22])[CH:10]([CH2:31][C:32]([C:35]2[CH2:36][CH2:37][N:38]([CH2:41][C:42]3[CH:47]=[CH:46][CH:45]=[CH:44][CH:43]=3)[CH2:39][CH:40]=2)([CH3:34])[CH3:33])[NH:9]1)=[O:7]>C(OCC)(=O)C.O=[Pt]=O>[OH:1][C@H:2]([CH2:48][OH:49])[CH2:3][CH2:4][NH:5][C:6]([CH:8]1[CH:12]([C:13]2[CH:18]=[CH:17][CH:16]=[C:15]([Cl:19])[C:14]=2[F:20])[C:11]([C:23]2[CH:28]=[CH:27][C:26]([Cl:29])=[CH:25][C:24]=2[F:30])([C:21]#[N:22])[CH:10]([CH2:31][C:32]([CH:35]2[CH2:40][CH2:39][N:38]([CH2:41][C:42]3[CH:47]=[CH:46][CH:45]=[CH:44][CH:43]=3)[CH2:37][CH2:36]2)([CH3:34])[CH3:33])[NH:9]1)=[O:7]. Procedure details: In a manner similar to the method described in Examples 118a, rac-(2R,3S,4R,5S)-5-[2-(1-benzyl-1,2,3,6-tetrahydro-pyridin-4-yl)-2-methyl-propyl]-3-(3-chloro-2-fluoro-phenyl)-4-(4-chloro-2-fluoro-phenyl)-4-cyano-pyrrolidine-2-carboxylic acid ((S)-3,4-dihydroxy-butyl)-amide prepared in Example 127e (60 mg, 0.08 mmol) was treated with PtO2 and H2 in ethyl acetate to give rac-(2R,3S,4R,5S)-5-[2-(1-benzyl-piperidin-4-yl)-2-methyl-propyl]-3-(3-chloro-2-fluoro-phenyl)-4-(4-chloro-2-fluoro-phenyl)-4-cya... Starting materials: C1(CCCC1)N1N=C(C(=C1N)C(=O)N)CC (1-cyclopentyl-3-ethyl-5-amino-1H-pyrazole-4-carboxamide), Cl (HCl), [Na] (Sodium), FC(C1=CC=C(C=C1)CC(=O)OCC)(F)F (ethyl 4-trifluoromethylphenylacetate). Run in C(C)O (ethanol), O (Water). Product: C1(CCCC1)N1NC(=C2C1=NC(=NC2=O)CC2=CC=C(C=C2)C(F)(F)F)CC (1-cyclopentyl-3-ethyl-6-(4-trifluoromethylphenylmethyl)pyrazolo[3,4-d]pyrimidin-4-one). Isolated yield 57.5%. RXN SMILES: [Na].[CH:2]1([N:7]2[C:11]([NH2:12])=[C:10]([C:13]([NH2:15])=[O:14])[C:9]([CH2:16][CH3:17])=[N:8]2)[CH2:6][CH2:5][CH2:4][CH2:3]1.[F:18][C:19]([F:33])([F:32])[C:20]1[CH:25]=[CH:24][C:23]([CH2:26][C:27](OCC)=O)=[CH:22][CH:21]=1.Cl>C(O)C.O>[CH:2]1([N:7]2[C:11]3=[N:12][C:27]([CH2:26][C:23]4[CH:22]=[CH:21][C:20]([C:19]([F:18])([F:32])[F:33])=[CH:25][CH:24]=4)=[N:15][C:13](=[O:14])[C:10]3=[C:9]([CH2:16][CH3:17])[NH:8]2)[CH2:3][CH2:4][CH2:5][CH2:6]1 |^1:0|. Procedure: Sodium (622 mg) was dissolved in ethanol (45 mL) and then 1-cyclopentyl-3-ethyl-5-amino-1H-pyrazole-4-carboxamide (3.0 g, 13.5 mmol), followed by ethyl 4-trifluoromethylphenylacetate (6.27 g, 27 mmol) were added. The reaction mixture was refluxed overnight, cooled to room temperature, and the solvent was stripped. Water, followed by 2N HCl were added to the residue and the product was collected by filtration, recrystallized from ether and dried at 110° C. and 0.2 mm Hg to afford 3.03 g of 1-cycl... The reactants are [BH4-], COc1cc(C(=O)CS(C)(=O)=O)cc(OC)c1N(C)C(C)=O, CCO, [Na+]. Product: COc1cc(C(O)CS(C)(=O)=O)cc(OC)c1N(C)C(C)=O. As a reaction SMILES: [BH4-:23].[CH3:1][O:2][c:3]1[c:4]([N:5]([C:6]([CH3:7])=[O:8])[CH3:9])[c:10]([O:21][CH3:22])[cH:11][c:12]([C:14]([CH2:15][S:16](=[O:17])(=[O:18])[CH3:19])=[O:20])[cH:13]1.[CH3:25][CH2:26][OH:27].[Na+:24]>>[CH3:1][O:2][c:3]1[c:4]([N:5]([C:6]([CH3:7])=[O:8])[CH3:9])[c:10]([O:21][CH3:22])[cH:11][c:12]([CH:14]([CH2:15][S:16](=[O:17])(=[O:18])[CH3:19])[OH:20])[cH:13]1.